From a dataset of the Open Reaction Database (ORD), a public repository of structured organic reaction records. describe an organic reaction: reactants, conditions, products, and yield Starting materials: S(=O)(Cl)Cl (thionylchloride), OCC(C)(C)NC(C1=C(C=C(C=C1OC)C(F)(F)F)OC)=O (N-(2-hydroxy-1,1-dimethyl-ethyl)-2,6-dimethoxy-4-trifluoromethyl-benzamide), C([O-])([O-])=O.[Na+].[Na+] (sodium carbonate). The solvent is O (water), ClCCl (dichloromethane). Conditions: time 1 hour. Product: COC1=C(C(=CC(=C1)C(F)(F)F)OC)C=1OCC(N1)(C)C (2-(2,6-Dimethoxy-4-trifluoromethyl-phenyl)-4,4-dimethyl-4,5-dihydro-oxazole). Isolated yield 89.8%. Reaction SMILES: O[CH2:2][C:3]([NH:6][C:7](=[O:22])[C:8]1[C:13]([O:14][CH3:15])=[CH:12][C:11]([C:16]([F:19])([F:18])[F:17])=[CH:10][C:9]=1[O:20][CH3:21])([CH3:5])[CH3:4].S(Cl)(Cl)=O.C(=O)([O-])[O-].[Na+].[Na+]>ClCCl.O>[CH3:21][O:20][C:9]1[CH:10]=[C:11]([C:16]([F:19])([F:18])[F:17])[CH:12]=[C:13]([O:14][CH3:15])[C:8]=1[C:7]1[O:22][CH2:4][C:3]([CH3:2])([CH3:5])[N:6]=1 |f:2.3.4|. Procedure details: A solution of 5.66 g (17.62 mmol) N-(2-hydroxy-1,1-dimethyl-ethyl)-2,6-dimethoxy-4-trifluoromethyl-benzamide in 60 ml dichloromethane was cooled to 10° C. 3.8 ml (52.85 mmol) thionylchloride was added drop-wise. The temperature rose to 15° C. The mixture was stirred at room temperature for 1 hour. The solution was added drop-wise to 130 ml of a cooled 2M sodium carbonate solution. The emulsion was diluted with water and filtered, to remove the white solid. The organic layer was separated and the... Reactants: N1(C=NC=C1)C[C@H](C1=CC=CC=C1)OC1=C(C=2CCCC(C2C=C1)=O)CS(=O)(=O)C=1C=C(C(=O)O)C=CC1 (3-{[(2-{[(1S)-2-(1H-imidazol-1-yl)-1-phenylethyl]oxy}-5-oxo-5,6,7,8-tetrahydro-1-naphthalenyl)methyl]sulfonyl}benzoic acid), NC(CO)CO (serinol). The product is OCC(CO)NC(C1=CC(=CC=C1)S(=O)(=O)CC1=C(C=CC=2C(CCCC12)=O)O[C@H](CN1C=NC=C1)C1=CC=CC=C1)=O (N-[2-Hydroxy-1-(hydroxymethyl)ethyl]-3-{[(2-{[(1S)-2-(1H-imidazol-1-yl)-1-phenylethyl]oxy}-5-oxo-5,6,7,8-tetrahydro-1-naphthalenyl)methyl]sulfonyl}benzamide). The yield is 74.5%. As a reaction SMILES: [N:1]1([CH2:6][C@@H:7]([O:14][C:15]2[CH:24]=[CH:23][C:22]3[C:21](=[O:25])[CH2:20][CH2:19][CH2:18][C:17]=3[C:16]=2[CH2:26][S:27]([C:30]2[CH:31]=[C:32]([CH:36]=[CH:37][CH:38]=2)[C:33](O)=[O:34])(=[O:29])=[O:28])[C:8]2[CH:13]=[CH:12][CH:11]=[CH:10][CH:9]=2)[CH:5]=[CH:4][N:3]=[CH:2]1.[NH2:39][CH:40]([CH2:43][OH:44])[CH2:41][OH:42]>>[OH:42][CH2:41][CH:40]([NH:39][C:33](=[O:34])[C:32]1[CH:36]=[CH:37][CH:38]=[C:30]([S:27]([CH2:26][C:16]2[C:17]3[CH2:18][CH2:19][CH2:20][C:21](=[O:25])[C:22]=3[CH:23]=[CH:24][C:15]=2[O:14][C@@H:7]([C:8]2[CH:9]=[CH:10][CH:11]=[CH:12][CH:13]=2)[CH2:6][N:1]2[CH:5]=[CH:4][N:3]=[CH:2]2)(=[O:29])=[O:28])[CH:31]=1)[CH2:43][OH:44]. Procedure: Using the method in Example 172, 3-{[(2-{[(1S)-2-(1H-imidazol-1-yl)-1-phenylethyl]oxy}-5-oxo-5,6,7,8-tetrahydro-1-naphthalenyl)methyl]sulfonyl}benzoic acid (53 mg, 0.10 mmol, 0.20M in DMF) and serinol (46 mg, 0.50 mmol, 1.0M in DMF) were combined (reaction time 3 days at room temperature) to give 45 mg of the desired compound: Low resolution mass spectrum (LC-MS, APCI) m/z 604 [M+H]+.